Dataset: the Open Reaction Database (ORD), a public repository of structured organic reaction records. Task: describe an organic reaction: reactants, conditions, products, and yield Starting materials: BrC1=C(SC(=C1Br)Cl)Cl (3,4-dibromo-2,5-dichlorothiophene), [Li]CCCC (n-BuLi), ClC=1C=C(C=O)C=CC1 (3-chlorobenzaldehyde). Solvent: C1CCOC1 (THF). Run at temperature -78 celsius, time 30 minute. The product is BrC=1C(=C(SC1Cl)Cl)C(O)C1=CC(=CC=C1)Cl ((4-bromo-2,5-dichloro-3-thienyl)(3-chlorophenyl)methanol). RXN SMILES: Br[C:2]1[C:6]([Br:7])=[C:5]([Cl:8])[S:4][C:3]=1[Cl:9].[Li]CCCC.[Cl:15][C:16]1[CH:17]=[C:18]([CH:21]=[CH:22][CH:23]=1)[CH:19]=[O:20]>C1COCC1>[Br:7][C:6]1[C:2]([CH:19]([C:18]2[CH:21]=[CH:22][CH:23]=[C:16]([Cl:15])[CH:17]=2)[OH:20])=[C:3]([Cl:9])[S:4][C:5]=1[Cl:8]. Reported procedure: To a solution of 3,4-dibromo-2,5-dichlorothiophene (2.00 g, 6.43 mmol) in THF (18 mL) at −78° C., was added n-BuLi (2.5M in hexane, 2.57 mL, 6.43 mmol) dropwise. After 30 min., 3-chlorobenzaldehyde (0.732 mL, 6.43 mmol) was added dropwise to the yellow solution. The resulting solution was stirred at −78° C. for 30 min. and allowed to warm to 0° C. After 30 min., the reaction was quenched by the addition of 25% aq. NH4OAc. The aqueous layer was extracted with EtOAc and the combined organics were ... Starting materials: CC(C)(C)OC(=O)NC(Cc1ccccc1)C1CO1, c1c[nH]nn1. Product: CC(C)(C)OC(=O)NC(Cc1ccccc1)C(O)Cn1ccnn1. Reaction SMILES: [C:1]([CH3:2])([CH3:3])([CH3:4])[O:5][C:6]([NH:7][CH:8]([CH2:9][c:10]1[cH:11][cH:12][cH:13][cH:14][cH:15]1)[CH:16]1[O:17][CH2:18]1)=[O:19].[nH:20]1[n:21][n:22][cH:23][cH:24]1>>[C:1]([CH3:2])([CH3:3])([CH3:4])[O:5][C:6]([NH:7][CH:8]([CH2:9][c:10]1[cH:11][cH:12][cH:13][cH:14][cH:15]1)[CH:16]([OH:17])[CH2:18][n:20]1[n:21][n:22][cH:23][cH:24]1)=[O:19]. The reactants are CCO, O=C(CCl)N1CC(c2ccccc2)c2ccccc21, [N-]=[N+]=[N-], [Na+], O. Yields the product [N-]=[N+]=NCC(=O)N1CC(c2ccccc2)c2ccccc21. As a reaction SMILES: [CH3:24][CH2:25][OH:26].[Cl:1][CH2:2][C:3](=[O:4])[N:5]1[CH2:6][CH:7]([c:14]2[cH:15][cH:16][cH:17][cH:18][cH:19]2)[c:8]2[cH:9][cH:10][cH:11][cH:12][c:13]21.[N-:21]=[N+:22]=[N-:23].[Na+:20].[OH2:27]>>[CH2:2]([C:3](=[O:4])[N:5]1[CH2:6][CH:7]([c:14]2[cH:15][cH:16][cH:17][cH:18][cH:19]2)[c:8]2[cH:9][cH:10][cH:11][cH:12][c:13]21)[N:21]=[N+:22]=[N-:23]. Reactants: 175.1, BrC(C=O)CC1=CC=CC=C1 (2-bromo-3-phenylpropionaldehyde), NC(=O)N (urea), C1(=CC=CC=C1)CCC=O (3-phenyl-propionaldehyde). Solvent: C(C)O (ethanol). Product: C(C1=CC=CC=C1)C1=CN=C(O1)N (5-Benzyl-oxazol-2-ylamine). RXN SMILES: Br[CH:2]([CH2:5][C:6]1[CH:11]=[CH:10][CH:9]=[CH:8][CH:7]=1)[CH:3]=O.[NH2:12][C:13]([NH2:15])=[O:14].C1(CCC=O)C=CC=CC=1>C(O)C>[CH2:5]([C:2]1[O:14][C:13]([NH2:15])=[N:12][CH:3]=1)[C:6]1[CH:11]=[CH:10][CH:9]=[CH:8][CH:7]=1. Reported procedure: A mixture of 2-bromo-3-phenylpropionaldehyde (14.2 g, crude from above) and urea (7.2 g, 0.12 mol) were heated to reflux for 15 hours in 200 mL of ethanol. The solvent was evaporated to dryness and the residue was diluted with dichloromethane (250 mL) and then washed with sodium hydroxide (10% aqueous solution, 100 mL) and water (50 mL). The organic layer was extracted three times with hydrochloric acid (5% aqueous solution, 250 mL). The combined aqueous layers were adjusted to between pH 9 to 1...